This data is from the Open Reaction Database (ORD), a public repository of structured organic reaction records. The task is: describe an organic reaction: reactants, conditions, products, and yield Reactants: C1OC23[C@]4(C)[C@@H](CC2(OCCO3)OC1)[C@@H]1C[C@@H](C3CCCC[C@]3(C)[C@H]1CC4)COC (17,17-bis(ethylendioxy)-6α-methoxymethylandrostane), C(#N)[C@H]1C[C@H]2[C@@H]3CCC([C@@]3(C)CC[C@@H]2[C@]2(CCC(CC12)=O)C)=O (6α-cyanoandrostane-3,17-dione). The yield is 88.0%. Reported procedure: The title compound II-ap was prepared in 88% yield from 3,3:17,17-bis(ethylendioxy)-6α-methoxymethylandrostane by the procedure described above for the preparation of 6α-cyanoandrostane-3,17-dione (II-ac, Prepn. 3). The combined organic extracts were washed with H2O, dried over Na2SO4 and evaporated to dryness. 1H-NMR (300 MHz, acetone-d6, ppm from TMS): δ 3.25 (s, 3H), 3.24 (m, 2H), 2.53-0.75 (m, 21H), 1.11 (s, 3H), 0.87 (s, 3H). As a reaction SMILES: [CH2:1]1COC23OCCOC2([C@]2(CC[C@H]4[C@@H](C[C@H](COC)C5[C@]4(C)CCCC5)[C@@H]2C3)C)[O:2]1.[C:31]([C@@H:33]1[CH:50]2[C@:45]([CH3:52])([CH2:46][CH2:47][C:48](=[O:51])[CH2:49]2)[C@@H:44]2[C@H:35]([C@H:36]3[C@@:40]([CH2:42][CH2:43]2)([CH3:41])[C:39](=[O:53])[CH2:38][CH2:37]3)[CH2:34]1)#N>>[CH3:1][O:2][CH2:31][C@@H:33]1[CH:50]2[C@:45]([CH3:52])([CH2:46][CH2:47][C:48](=[O:51])[CH2:49]2)[C@@H:44]2[C@H:35]([C@H:36]3[C@@:40]([CH2:42][CH2:43]2)([CH3:41])[C:39](=[O:53])[CH2:38][CH2:37]3)[CH2:34]1. Product: COC[C@H]1C[C@H]2[C@@H]3CCC([C@@]3(C)CC[C@@H]2[C@]2(CCC(CC12)=O)C)=O (6α-Methoxymethylandrostane-3,17-dione).